From a dataset of the Open Reaction Database (ORD), a public repository of structured organic reaction records. describe an organic reaction: reactants, conditions, products, and yield Reactants: [BH4-], CO, [Na+], [Na+], [OH-], O=C(CBr)C(c1ccccc1)c1ccccc1. Product: OC(CBr)C(c1ccccc1)c1ccccc1. Reaction SMILES: [BH4-:1].[CH3:22][OH:23].[Na+:21].[Na+:2].[OH-:20].[c:3]1([CH:9]([C:10]([CH2:11][Br:12])=[O:13])[c:14]2[cH:15][cH:16][cH:17][cH:18][cH:19]2)[cH:4][cH:5][cH:6][cH:7][cH:8]1>>[c:3]1([CH:9]([CH:10]([CH2:11][Br:12])[OH:13])[c:14]2[cH:15][cH:16][cH:17][cH:18][cH:19]2)[cH:4][cH:5][cH:6][cH:7][cH:8]1.